Dataset: the Open Reaction Database (ORD), a public repository of structured organic reaction records. Task: describe an organic reaction: reactants, conditions, products, and yield Starting materials: C(#N)C=1C=C(CN2CCN(CC2)C2=CC=C(C=C2)N)C=CC1 (4-[4-(3-cyano-benzyl)-piperazin-1-yl]-phenylamine), FC(C1=CC=C(C=C1)C=1C(=CC=CC1)C(=O)O)(F)F (4′-trifluoromethyl-biphenyl-2-carboxylic acid), C=1C=CC2=C(C1)N=NN2O (HOBt), CCN=C=NCCCN(C)C.Cl (EDCl). The solvent is C(Cl)Cl (CH2Cl2), CCN(CC)CC (Et3N). Reaction conditions: time 4 hour. Yields the product C(#N)C=1C=C(CN2CCN(CC2)C2=CC=C(C=C2)NC(=O)C=2C(=CC=CC2)C2=CC=C(C=C2)C(F)(F)F)C=CC1 (4′-Trifluoromethyl-biphenyl-2-carboxylic Acid [4-[4-(3-cyano-benzyl)-piperazin-1-yl]-phenyl]-amide). Isolated yield 90.9%. As a reaction SMILES: [C:1]([C:3]1[CH:4]=[C:5]([CH:20]=[CH:21][CH:22]=1)[CH2:6][N:7]1[CH2:12][CH2:11][N:10]([C:13]2[CH:18]=[CH:17][C:16]([NH2:19])=[CH:15][CH:14]=2)[CH2:9][CH2:8]1)#[N:2].[F:23][C:24]([F:41])([F:40])[C:25]1[CH:30]=[CH:29][C:28]([C:31]2[C:32]([C:37](O)=[O:38])=[CH:33][CH:34]=[CH:35][CH:36]=2)=[CH:27][CH:26]=1.C1C=CC2N(O)N=NC=2C=1.CCN=C=NCCCN(C)C.Cl>C(Cl)Cl.CCN(CC)CC>[C:1]([C:3]1[CH:4]=[C:5]([CH:20]=[CH:21][CH:22]=1)[CH2:6][N:7]1[CH2:12][CH2:11][N:10]([C:13]2[CH:18]=[CH:17][C:16]([NH:19][C:37]([C:32]3[C:31]([C:28]4[CH:29]=[CH:30][C:25]([C:24]([F:23])([F:40])[F:41])=[CH:26][CH:27]=4)=[CH:36][CH:35]=[CH:34][CH:33]=3)=[O:38])=[CH:15][CH:14]=2)[CH2:9][CH2:8]1)#[N:2] |f:3.4|. Procedure details: To a stirred solution of 4-[4-(3-cyano-benzyl)-piperazin-1-yl]-phenylamine (0.29 g), 4′-trifluoromethyl-biphenyl-2-carboxylic acid (0.26 g), HOBt (0.16 g), and Et3N (0.12 g) in CH2Cl2 (15 mL) was added at room temperature EDCl (0.23 g) and the mixture was stirred at room temperature for 4 hours. The organic solution was then washed with water, with a saturated solution of NaHCO3 and dried over Na2SO4. After filtration and evaporation of the filtrate, the residue was purified by flash chromatogra...